The task is: describe an organic reaction: reactants, conditions, products, and yield. This data is from the Open Reaction Database (ORD), a public repository of structured organic reaction records. The solvent is C(=O)O (formic acid). Yields the product NC=1SC=C(N1)/C(/C(=O)N[C@H]1[C@@H]2N(C(=C(CS2)SCC2=NC=CN=C2)C(=O)O)C1=O)=N/O (7β-[2-(2-aminothiazol-4-yl)-2-(Z)-(hydroxyimino)acetamido]-3-[(pyrazin-2-yl)methylthio]-3-cephem-4-carboxylic acid). As a reaction SMILES: [NH2:1][C:2]1[S:3][CH:4]=[C:5](/[C:7](=[N:31]/[O:32]C(C2C=CC=CC=2)(C2C=CC=CC=2)C2C=CC=CC=2)/[C:8]([NH:10][C@@H:11]2[C:29](=[O:30])[N:13]3[C:14]([C:26]([OH:28])=[O:27])=[C:15]([S:18][CH2:19][C:20]4[CH:25]=[N:24][CH:23]=[CH:22][N:21]=4)[CH2:16][S:17][C@H:12]23)=[O:9])[N:6]=1>C(O)=O>[NH2:1][C:2]1[S:3][CH:4]=[C:5](/[C:7](=[N:31]/[OH:32])/[C:8]([NH:10][C@@H:11]2[C:29](=[O:30])[N:13]3[C:14]([C:26]([OH:28])=[O:27])=[C:15]([S:18][CH2:19][C:20]4[CH:25]=[N:24][CH:23]=[CH:22][N:21]=4)[CH2:16][S:17][C@H:12]23)=[O:9])[N:6]=1. Yield: 13.0%. Procedure: A solution of 7β-[2-(2-aminothiazol-4-yl)-2-(Z)-(trityloxyimino)acetamido]-3-[(pyrazin-2-yl)methylthio]-3-cephem-4-carboxylic acid (1.5 g, 2.04 m mol) in 90% formic acid aqueous solution was stirred at room temperature for 2 hours. Insoluble material in the reaction mixture was filtered off. The filtrate was adjusted to pH 3 and washed with ethyl acetate. The aqueous solution was chromatographed on HP-20 and eluted with 5-14% isopropanol aqueous solution. The eluent was lyophilized to give crude... The reactants are NC=1SC=C(N1)/C(/C(=O)N[C@H]1[C@@H]2N(C(=C(CS2)SCC2=NC=CN=C2)C(=O)O)C1=O)=N/OC(C1=CC=CC=C1)(C1=CC=CC=C1)C1=CC=CC=C1 (7β-[2-(2-aminothiazol-4-yl)-2-(Z)-(trityloxyimino)acetamido]-3-[(pyrazin-2-yl)methylthio]-3-cephem-4-carboxylic acid). Starting materials: CCCC[N+](CCCC)(CCCC)CCCC, COC(=O)c1cnc2c(ccn2[Si](C(C)C)(C(C)C)C(C)C)c1, [F-], C1CCOC1. Yields the product COC(=O)c1cnc2[nH]ccc2c1. As a reaction SMILES: [CH2:25]([N+:26]([CH2:27][CH2:28][CH2:29][CH3:30])([CH2:31][CH2:32][CH2:33][CH3:34])[CH2:35][CH2:36][CH2:37][CH3:38])[CH2:39][CH2:40][CH3:41].[CH3:1][O:2][C:3](=[O:4])[c:5]1[cH:6][c:7]2[c:8]([n:9][cH:10]1)[n:11]([Si:14]([CH:15]([CH3:16])[CH3:17])([CH:18]([CH3:19])[CH3:20])[CH:21]([CH3:22])[CH3:23])[cH:12][cH:13]2.[F-:24].[O:42]1[CH2:43][CH2:44][CH2:45][CH2:46]1>>[CH3:1][O:2][C:3](=[O:4])[c:5]1[cH:6][c:7]2[c:8]([n:9][cH:10]1)[nH:11][cH:12][cH:13]2. Reaction SMILES: [NH2:1][C:2]1[C:11]2[C:6](=[CH:7][C:8]([O:14][CH3:15])=[C:9]([O:12][CH3:13])[CH:10]=2)[N:5]=[C:4](Cl)[N:3]=1.[CH:17]([N:20]([CH:23]([CH3:25])[CH3:24])[CH2:21][CH3:22])([CH3:19])[CH3:18].C[O:27][C:28](=[O:34])[C@@H:29]1[CH2:33][CH2:32][CH2:31][NH:30]1>CC(O)C>[NH2:1][C:2]1[C:11]2[C:6](=[CH:7][C:8]([O:14][CH3:15])=[C:9]([O:12][CH3:13])[CH:10]=2)[N:5]=[C:4]([N:20]2[CH2:21][CH2:22][CH2:25][C@H:23]2[CH2:24][C:28]([OH:34])=[O:27])[N:3]=1.[NH2:1][C:2]1[C:11]2[C:6](=[CH:7][C:8]([O:14][CH3:15])=[C:9]([O:12][CH3:13])[CH:10]=2)[N:5]=[C:4]([C:17]([N:30]2[CH2:31][CH2:32][CH2:33][C@H:29]2[C:28]([OH:27])=[O:34])([CH3:19])[CH3:18])[N:3]=1. The reactants are NC1=NC(=NC2=CC(=C(C=C12)OC)OC)Cl (4-amino-2-chloro-6,7-dimethoxyquinazoline), C(C)(C)N(CC)C(C)C (diisopropylethyl amine), COC([C@H]1NCCC1)=O ((S)-proline methyl ester). Product: NC1=NC(=NC2=CC(=C(C=C12)OC)OC)N1[C@@H](CCC1)CC(=O)O ((S)-1-(4-Amino-6,7-dimethoxy-2-quinazolinyl)-2-carboxymethyl pyrrolidine), NC1=NC(=NC2=CC(=C(C=C12)OC)OC)C(C)(C)N1[C@@H](CCC1)C(=O)O ((S)-1-(4-Amino-6,7-dimethoxy-2-quinazolinyl)-2-carboxyisopropyl pyrrolidine). Run in CC(C)O (2-propanol). Reported procedure: A solution of 4-amino-2-chloro-6,7-dimethoxyquinazoline (92.8 mg, 0.387 mmol), diisopropylethyl amine (50 mg, 0.387), and (S)-proline methyl ester (50.0 mg, 0.387 mol) in 2-propanol (1 mL) was heated at 90° C. (24 h). The solvent was removed in vacuo and the residue subjected to preparative HPLC Water Delta Prep 4000 (C18, isocratic 50% CH3CN [0.1% TFA]-50% H2O [0.1% TFA]) to afford (S)-1-(4-Amino-6,7-dimethoxy-2-quinazolinyl)-2-carboxymethyl pyrrolidine and (S)-1-(4-Amino-6,7-dimethoxy-2-quinaz... The reactants are Cl (HCl), C(C)(C)(C)OC(=O)N1CC(CC1)C1=C(C=C(C=C1)S(=O)(=O)C1=CC=C(C=C1)OC)C (3-[4-(4-methoxy-benzenesulfonyl)-2-methyl-phenyl]-pyrrolidine-1-carboxylic acid tert-butyl ester), [OH-].[Na+] (NaOH). Run in O1CCOCC1 (1,4-dioxane). Reaction conditions: time 3 hour. Yields the product COC1=CC=C(C=C1)S(=O)(=O)C1=CC(=C(C=C1)C1CNCC1)C (3-[4-(4-methoxy-benzenesulfonyl)-2-methyl-phenyl]-pyrrolidine). Isolated yield 100.2%. RXN SMILES: Cl.C(OC([N:9]1[CH2:13][CH2:12][CH:11]([C:14]2[CH:19]=[CH:18][C:17]([S:20]([C:23]3[CH:28]=[CH:27][C:26]([O:29][CH3:30])=[CH:25][CH:24]=3)(=[O:22])=[O:21])=[CH:16][C:15]=2[CH3:31])[CH2:10]1)=O)(C)(C)C.[OH-].[Na+]>O1CCOCC1>[CH3:30][O:29][C:26]1[CH:27]=[CH:28][C:23]([S:20]([C:17]2[CH:18]=[CH:19][C:14]([CH:11]3[CH2:12][CH2:13][NH:9][CH2:10]3)=[C:15]([CH3:31])[CH:16]=2)(=[O:22])=[O:21])=[CH:24][CH:25]=1 |f:2.3|. Procedure details: A solution of HCl (4.0 M in 1,4-dioxane, 3.4 mL) was added to a solution of 3-[4-(4-methoxy-benzenesulfonyl)-2-methyl-phenyl]-pyrrolidine-1-carboxylic acid tert-butyl ester (0.845 g, 1.958 mmol) in 1,4-dioxane (2 mL) and the reaction mixture was stirred for 3 hours at room temperature. A solution of NaOH (2.0 M) was added and the mixture was extracted with DCM. The combined organic extracts were washed with water and brine, dried over Na2SO4, filtered, and evaporated under reduced pressure. The ... The reactants are OC=1C2=C(SC1C(=O)OC)C=CC=C2 (methyl 3-hydroxybenzo[b]thiophene-2-carboxylate), CC(C)([O-])C.[K+] (potassium t-butoxide), ClCC(C)=O (chloroacetone). Run in CS(=O)C (dimethyl sulfoxide). The product is C(C)(=O)COC=1C2=C(SC1C(=O)OC)C=CC=C2 (3-(acetylmethoxy)benzo[b]thiophene-2-carboxylic acid, methyl ester). Reaction SMILES: [OH:1][C:2]1[C:3]2[CH:14]=[CH:13][CH:12]=[CH:11][C:4]=2[S:5][C:6]=1[C:7]([O:9][CH3:10])=[O:8].[CH3:15][C:16](C)([O-:18])[CH3:17].[K+].ClCC(=O)C>CS(C)=O>[C:16]([CH2:17][O:1][C:2]1[C:3]2[CH:14]=[CH:13][CH:12]=[CH:11][C:4]=2[S:5][C:6]=1[C:7]([O:9][CH3:10])=[O:8])(=[O:18])[CH3:15] |f:1.2|. Procedure details: To a solution of 12.6 g. of the product of Example 1 and 8.1 g. of potassium t-butoxide in 100 ml. of dimethyl sulfoxide was added, dropwise with stirring, 15 ml. of chloroacetone. The mixture was treated and the product was recovered as shown in Example 2, except that the product was crystallized from ethanol-water. The product was 10.7 g. of 3-(acetlymethoxy)benzo[b]thiophene-2-carboxylic acid, methyl ester, m.p. 57°-58°C. It was identified by NMR analysis and elemental microanalysis as follow... Starting materials: CC(C)(C(=O)O)C(=O)NCCC(F)(F)C(F)(F)F, ClC(Cl)Cl, NC1C(=O)N(CC2CC2)c2ccccc2-c2ccccc21. The product is CC(C)(C(=O)NCCC(F)(F)C(F)(F)F)C(=O)NC1C(=O)N(CC2CC2)c2ccccc2-c2ccccc21. RXN SMILES: [CH3:22][C:23]([C:24](=[O:25])[OH:26])([C:27](=[O:28])[NH:29][CH2:30][CH2:31][C:32]([C:33]([F:34])([F:35])[F:36])([F:37])[F:38])[CH3:39].[Cl:40][CH:41]([Cl:42])[Cl:43].[NH2:1][CH:2]1[c:3]2[c:4]([cH:18][cH:19][cH:20][cH:21]2)-[c:5]2[c:6]([cH:14][cH:15][cH:16][cH:17]2)[N:7]([CH2:10][CH:11]2[CH2:12][CH2:13]2)[C:8]1=[O:9]>>[NH:1]([CH:2]1[c:3]2[c:4]([cH:18][cH:19][cH:20][cH:21]2)-[c:5]2[c:6]([cH:14][cH:15][cH:16][cH:17]2)[N:7]([CH2:10][CH:11]2[CH2:12][CH2:13]2)[C:8]1=[O:9])[C:24]([C:23]([CH3:22])([C:27](=[O:28])[NH:29][CH2:30][CH2:31][C:32]([C:33]([F:34])([F:35])[F:36])([F:37])[F:38])[CH3:39])=[O:25]. The reactants are BrC=1C(NC=C(C1)C1=NC=NC=C1)=O (3-bromo-5-(4-pyrimidinyl)-2-(1H)-pyridone), C[O-].[Na+] (sodium methoxide). Run in CO (methanol). Product: OC=1C(NC=C(C1)C1=NC=NC=C1)=O (3-Hydroxy-5-(4-Pyrimidinyl)-2-(1H)-Pyridone). Reaction SMILES: Br[C:2]1[C:3](=[O:14])[NH:4][CH:5]=[C:6]([C:8]2[CH:13]=[CH:12][N:11]=[CH:10][N:9]=2)[CH:7]=1.C[O-:16].[Na+]>CO>[OH:16][C:2]1[C:3](=[O:14])[NH:4][CH:5]=[C:6]([C:8]2[CH:13]=[CH:12][N:11]=[CH:10][N:9]=2)[CH:7]=1 |f:1.2|. Procedure: A mixture of 5.0 g of 3-bromo-5-(4-pyrimidinyl)-2-(1H)-pyridone, 6.0 g of sodium methoxide and 100 ml of methanol is autoclaved at 200° for twelve hours. The solvent is distilled off in vacuo and the residue treated with water. The aqueous mixture is neutralized with acetic acid and the resulting solid collected, washed with water and dried. Recrystallization from dimethylformamide with a hot filtration yields the desired product. Procedure details: To a solution of 2-[3-chloro-1-(3-chloro-2-pyridinyl)-1H-pyrazol-5-yl]-6-iodo-8-methyl-4H-3,1-benzoxazin-4-one (i.e. the benzoxazinone product of Step E) (600 mg, 1.2 mmol) in tetrahydrofuran (15 mL) was added copper(I) iodide (137 mg, 0.72 mmol), tetrakis(triphenyphosphine)palladium(0) (416 mg, 0.36 mmol) and copper(I) cyanide (860 mg, 9.6 mmol) sequentially at room temperature. The reaction mixture was then heated at reflux overnight. The reaction turned black in color, at which point thin lay... Yields the product ClC1=NN(C(=C1)C1=NC2=C(C(O1)=O)C=C(C=C2C)C#N)C2=NC=CC=C2Cl (2-[3-chloro-1-(3-chloro-2-pyridinyl)-1H-pyrazol-5-yl]-6-cyano-8-methyl-4H-3,1-benzoxazin-4-one). The solvent is O1CCCC1 (tetrahydrofuran), C(C)(=O)OCC (ethyl acetate). As a reaction SMILES: [Cl:1][C:2]1[CH:6]=[C:5]([C:7]2[O:12][C:11](=[O:13])[C:10]3[CH:14]=[C:15](I)[CH:16]=[C:17]([CH3:18])[C:9]=3[N:8]=2)[N:4]([C:20]2[C:25]([Cl:26])=[CH:24][CH:23]=[CH:22][N:21]=2)[N:3]=1.[Cu][C:28]#[N:29]>O1CCCC1.C(OCC)(=O)C.[Cu]I>[Cl:1][C:2]1[CH:6]=[C:5]([C:7]2[O:12][C:11](=[O:13])[C:10]3[CH:14]=[C:15]([C:28]#[N:29])[CH:16]=[C:17]([CH3:18])[C:9]=3[N:8]=2)[N:4]([C:20]2[C:25]([Cl:26])=[CH:24][CH:23]=[CH:22][N:21]=2)[N:3]=1. The reactants are ClC1=NN(C(=C1)C1=NC2=C(C(O1)=O)C=C(C=C2C)I)C2=NC=CC=C2Cl (2-[3-chloro-1-(3-chloro-2-pyridinyl)-1H-pyrazol-5-yl]-6-iodo-8-methyl-4H-3,1-benzoxazin-4-one), ClC1=NN(C(=C1)C1=NC2=C(C(O1)=O)C=C(C=C2C)I)C2=NC=CC=C2Cl (2-[3-chloro-1-(3-chloro-2-pyridinyl)-1H-pyrazol-5-yl]-6-iodo-8-methyl-4H-3,1-benzoxazin-4-one), tetrakis(triphenyphosphine)palladium(0), [Cu]C#N (copper(I) cyanide). Reagents/catalysts: [Cu]I (copper(I) iodide). Starting materials: COC(C=1C(C(=O)OC)=C(C=CC1)O)=O (3-hydroxyphthalic acid dimethyl ester), C([O-])([O-])=O.[K+].[K+] (potassium carbonate), BrC=1C=C(CBr)C=CC1 (3-bromobenzyl bromide). The solvent is CC(=O)C (acetone). Yields the product COC(C=1C(C(=O)OC)=C(C=CC1)OCC1=CC(=CC=C1)Br)=O (3-(3-bromo-benzyloxy)-phthalic acid dimethyl ester). The yield is 106.3%. RXN SMILES: [CH3:1][O:2][C:3](=[O:15])[C:4]1[C:5](=[C:10]([OH:14])[CH:11]=[CH:12][CH:13]=1)[C:6]([O:8][CH3:9])=[O:7].C(=O)([O-])[O-].[K+].[K+].[Br:22][C:23]1[CH:24]=[C:25]([CH:28]=[CH:29][CH:30]=1)[CH2:26]Br>CC(C)=O>[CH3:1][O:2][C:3](=[O:15])[C:4]1[C:5](=[C:10]([O:14][CH2:26][C:25]2[CH:28]=[CH:29][CH:30]=[C:23]([Br:22])[CH:24]=2)[CH:11]=[CH:12][CH:13]=1)[C:6]([O:8][CH3:9])=[O:7] |f:1.2.3|. Procedure: To a stirred suspension of 3-hydroxyphthalic acid dimethyl ester (1.3 g, 6.2 mmol) in acetone (30 mL) and potassium carbonate (2.5 g, 18.4 mmol) was added 3-bromobenzyl bromide (1.6 g, 6.4 mmol) and refluxed overnight. The solvent was evaporated and the residue was partitioned between water (100 mL) and ethyl acetate (150 mL) and washed with water (2×100 mL). The combined organic phases was dried, concentrated and purified by flash column chromatography (EtOAc/Hexane) to give 3-(3-bromo-benzylox...